This data is from the Open Reaction Database (ORD), a public repository of structured organic reaction records. The task is: describe an organic reaction: reactants, conditions, products, and yield The reactants are Fc1ccc(-c2cn3cccc(OCc4ccccc4)c3n2)cc1, CN(C)C=O, O=C1CCC(=O)N1I. The product is Fc1ccc(-c2nc3c(OCc4ccccc4)cccn3c2I)cc1. As a reaction SMILES: [CH2:1]([c:2]1[cH:3][cH:4][cH:5][cH:6][cH:7]1)[O:8][c:9]1[c:10]2[n:11]([cH:12][cH:13][cH:14]1)[cH:15][c:16](-[c:18]1[cH:19][cH:20][c:21]([F:24])[cH:22][cH:23]1)[n:17]2.[CH3:33][N:34]([CH3:35])[CH:36]=[O:37].[I:25][N:26]1[C:27](=[O:28])[CH2:29][CH2:30][C:31]1=[O:32]>>[CH2:1]([c:2]1[cH:3][cH:4][cH:5][cH:6][cH:7]1)[O:8][c:9]1[c:10]2[n:11]([cH:12][cH:13][cH:14]1)[c:15]([I:25])[c:16](-[c:18]1[cH:19][cH:20][c:21]([F:24])[cH:22][cH:23]1)[n:17]2.